From a dataset of the Open Reaction Database (ORD), a public repository of structured organic reaction records. describe an organic reaction: reactants, conditions, products, and yield Reactants: C(C)(C)(C)OC(NC1=CN=C(S1)C1=NC=CC=C1)=O ((2-pyridin-2-yl-thiazol-5-yl)-carbamic acid tert-butyl ester), Cl (HCl). Solvent: O1CCOCC1 (dioxane), O1CCOCC1 (dioxane). Run at time 8 hour. Yields the product N1=C(C=CC=C1)C=1SC(=CN1)N (2-Pyridin-2-yl-thiazol-5-ylamine). Yield: 61.1%. RXN SMILES: C(OC(=O)[NH:7][C:8]1[S:12][C:11]([C:13]2[CH:18]=[CH:17][CH:16]=[CH:15][N:14]=2)=[N:10][CH:9]=1)(C)(C)C.Cl>O1CCOCC1>[N:14]1[CH:15]=[CH:16][CH:17]=[CH:18][C:13]=1[C:11]1[S:12][C:8]([NH2:7])=[CH:9][N:10]=1. Procedure: A solution of (2-pyridin-2-yl-thiazol-5-yl)-carbamic acid tert-butyl ester (200 mg, 0.72 mmol) in dioxane (3 ml) was treated with 4M HCl in dioxane (3 ml) and the resulting suspension was stirred at ambient temperature overnight. The reaction mixture was filtrated and the precipitate was dissolved in sodium hydroxide (20 ml, 0.5M aqueous solution) and extracted with dichloromethane. The combined organic phases were dried and the solvent was evaporated to yield the product as orange solid (78 mg,... Starting materials: CC(C)(C)OC(=O)N1CCC(Nc2c(NC(=O)CC3CCCC3)cnc3c2ccn3S(=O)(=O)c2ccccc2)CC1, C=CC#N, ClCCl, O=C(O)C(F)(F)F. The product is N#CCCN1CCC(Nc2c(NC(=O)CC3CCCC3)cnc3c2ccn3S(=O)(=O)c2ccccc2)CC1. RXN SMILES: [C:8]([O:9][C:10](=[O:11])[N:15]1[CH2:16][CH2:17][CH:18]([NH:21][c:22]2[c:23]3[c:24]([n:25][cH:26][c:27]2[NH:28][C:29]([CH2:30][CH:31]2[CH2:32][CH2:33][CH2:34][CH2:35]2)=[O:36])[n:37]([S:40](=[O:41])(=[O:42])[c:43]2[cH:44][cH:45][cH:46][cH:47][cH:48]2)[cH:38][cH:39]3)[CH2:19][CH2:20]1)([CH3:12])([CH3:13])[CH3:14].[CH2:49]=[CH:50][C:51]#[N:52].[Cl:53][CH2:54][Cl:55].[OH:1][C:2]([C:3]([F:4])([F:5])[F:6])=[O:7]>>[N:15]1([CH2:49][CH2:50][C:51]#[N:52])[CH2:16][CH2:17][CH:18]([NH:21][c:22]2[c:23]3[c:24]([n:25][cH:26][c:27]2[NH:28][C:29]([CH2:30][CH:31]2[CH2:32][CH2:33][CH2:34][CH2:35]2)=[O:36])[n:37]([S:40](=[O:41])(=[O:42])[c:43]2[cH:44][cH:45][cH:46][cH:47][cH:48]2)[cH:38][cH:39]3)[CH2:19][CH2:20]1. The reactants are C(Cl)C1CO1 (epichlorohydrin), C(CCC)NCCCC (di-n-butylamine). Reaction conditions: time 8 hour. Product: C(CCC)N(CC1CO1)CCCC (1-(Di-n-butylamino)-2,3-epoxypropane). Yield: 20.2%. As a reaction SMILES: [CH2:1]([CH:3]1[O:5][CH2:4]1)Cl.[CH2:6]([NH:10][CH2:11][CH2:12][CH2:13][CH3:14])[CH2:7][CH2:8][CH3:9]>>[CH2:6]([N:10]([CH2:11][CH2:12][CH2:13][CH3:14])[CH2:1][CH:3]1[O:5][CH2:4]1)[CH2:7][CH2:8][CH3:9]. Procedure details: A stirred solution of epichlorohydrin (20.0 g, 0.22 mole) is treated dropwise with di-n-butylamine (29.73 g, 0.23 mole) over a 1 hour period followed by continued stirring at room temperature overnight. The reaction mixture is washed with 20% K2CO3 (50 ml). The organic layer is then stirred with 40% NaOH for 1 hour and then extracted with 3×100 ml portions of ether. The etheral extracts are pooled and washed with H2O (100 ml). The organic layer is dried over anhydrous Na2SO4 and filtered. The fi...